Dataset: the Open Reaction Database (ORD), a public repository of structured organic reaction records. Task: describe an organic reaction: reactants, conditions, products, and yield Reactants: [I-].C(=O)(O)C1(C=C2C=CC[NH+](C2=C1)C)P(=O)(O)O (Dihydro-6-carboxy-1-methyl-6-phosphono-1-pyrindinium Iodide). Reagents/catalysts: O=[Pt]=O (PtO2). Solvent: O (water). Run at time 2 day. Yields the product CN1CCCC2CC(CC12)(C(=O)O)P(=O)(O)O (octahydro-1-methyl-6-phosphono-1-pyrindine-6-carboxylic acid). As a reaction SMILES: [I-].[C:2]([C:5]1([P:15]([OH:18])([OH:17])=[O:16])[CH:13]=[C:12]2[C:7]([CH:8]=[CH:9][CH2:10][NH+:11]2[CH3:14])=[CH:6]1)([OH:4])=[O:3]>O.O=[Pt]=O>[CH3:14][N:11]1[CH:12]2[CH:7]([CH2:6][C:5]([P:15]([OH:18])([OH:17])=[O:16])([C:2]([OH:4])=[O:3])[CH2:13]2)[CH2:8][CH2:9][CH2:10]1 |f:0.1|. Reported procedure: A suspension of 2.0 g of dihydro-6-carboxy-1-methyl-6-phosphono-1-pyrindinium iodide (Example 32) and 1.0 g of PtO2 in 50 ml of water is hydrogenated at 40 PSI and 50° for 2 days on a Parr apparatus. After the catalyst is removed by filtration, the filtrate is evaporated to dryness. The residue is recrystallized from water/acetone to yield octahydro-1-methyl-6-phosphono-1-pyrindine-6-carboxylic acid. Reactants: CS(C)=O, Clc1cnc2ccccc2n1, N. Product: Nc1cnc2ccccc2n1. Reaction SMILES: [CH3:13][S:14]([CH3:15])=[O:16].[Cl:1][c:2]1[n:3][c:4]2[cH:5][cH:6][cH:7][cH:8][c:9]2[n:10][cH:11]1.[NH3:12]>>[c:2]1([NH2:12])[n:3][c:4]2[cH:5][cH:6][cH:7][cH:8][c:9]2[n:10][cH:11]1. The reactants are COc1cc2c(cc1-c1cnc(N)cn1)CCC2, CO, CCN(C(C)C)C(C)C, ClCCl, O=C(Cl)c1c(F)cccc1F, [Na+], C1CCOC1, [OH-]. The product is COc1cc2c(cc1-c1cnc(NC(=O)c3c(F)cccc3F)cn1)CCC2. RXN SMILES: [CH3:12][O:13][c:14]1[c:15](-[c:23]2[n:24][cH:25][c:26]([NH2:29])[n:27][cH:28]2)[cH:16][c:17]2[c:21]([cH:22]1)[CH2:20][CH2:19][CH2:18]2.[CH3:47][OH:48].[CH:30]([N:31]([CH2:32][CH3:33])[CH:34]([CH3:35])[CH3:36])([CH3:37])[CH3:38].[Cl:39][CH2:40][Cl:41].[F:1][c:2]1[c:3]([C:4](=[O:5])[Cl:6])[c:7]([F:11])[cH:8][cH:9][cH:10]1.[Na+:50].[O:42]1[CH2:43][CH2:44][CH2:45][CH2:46]1.[OH-:49]>>[F:1][c:2]1[c:3]([C:4](=[O:5])[NH:29][c:26]2[cH:25][n:24][c:23](-[c:15]3[c:14]([O:13][CH3:12])[cH:22][c:21]4[c:17]([cH:16]3)[CH2:18][CH2:19][CH2:20]4)[cH:28][n:27]2)[c:7]([F:11])[cH:8][cH:9][cH:10]1. The reactants are N#Cc1ccc(S(=O)(=O)Cl)cc1C(F)(F)F, CO, Nc1cc(Cl)cnc1C(=O)c1ccnc2[nH]ccc12, [Na+], [OH-], O, c1ccncc1. The product is N#Cc1ccc(S(=O)(=O)Nc2cc(Cl)cnc2C(=O)c2ccnc3[nH]ccc23)cc1C(F)(F)F. Reaction SMILES: [C:20](#[N:21])[c:22]1[c:23]([C:32]([F:33])([F:34])[F:35])[cH:24][c:25]([S:28](=[O:29])(=[O:30])[Cl:31])[cH:26][cH:27]1.[CH3:36][OH:37].[NH2:1][c:2]1[c:3]([C:9](=[O:10])[c:11]2[c:12]3[c:13]([n:14][cH:15][cH:16]2)[nH:17][cH:18][cH:19]3)[n:4][cH:5][c:6]([Cl:8])[cH:7]1.[Na+:39].[OH-:38].[OH2:46].[cH:40]1[cH:41][cH:42][n:43][cH:44][cH:45]1>>[NH:1]([c:2]1[c:3]([C:9](=[O:10])[c:11]2[c:12]3[c:13]([n:14][cH:15][cH:16]2)[nH:17][cH:18][cH:19]3)[n:4][cH:5][c:6]([Cl:8])[cH:7]1)[S:28]([c:25]1[cH:24][c:23]([C:32]([F:33])([F:34])[F:35])[c:22]([C:20]#[N:21])[cH:27][cH:26]1)(=[O:29])=[O:30]. Reactants: N1(CCOCC1)C=1N=C(NC(C1)=O)CC(=O)[O-].[Na+] (sodium [4-(morpholin-4-yl)-6-oxo-1,6-dihydropyrimidin-2-yl]acetate), FC1=CC=C2CCNC2=C1 (6-fluoro-2,3-dihydro-1H-indole), Cl.CN(CCCN=C=NCC)C (N-[3-(dimethylamino)propyl]-N′-ethylcarbodiimide hydrochloride). Solvent: N1=CC=CC=C1 (pyridine), CN(C=O)C (N, N-dimethylformamide). Product: FC1=CC=C2CCN(C2=C1)C(CC1=NC(=CC(N1)=O)N1CCOCC1)=O (2-[2-(6-fluoro-2,3-dihydro-1H-indol-1-yl)-2-oxoethyl]-6-(morpholin-4-yl)pyrimidin-4(3H)-one). The yield is 67.1%. As a reaction SMILES: [N:1]1([C:7]2[N:8]=[C:9]([CH2:14][C:15]([O-:17])=O)[NH:10][C:11](=[O:13])[CH:12]=2)[CH2:6][CH2:5][O:4][CH2:3][CH2:2]1.[Na+].[F:19][C:20]1[CH:28]=[C:27]2[C:23]([CH2:24][CH2:25][NH:26]2)=[CH:22][CH:21]=1.Cl.CN(C)CCCN=C=NCC>N1C=CC=CC=1.CN(C)C=O>[F:19][C:20]1[CH:28]=[C:27]2[C:23]([CH2:24][CH2:25][N:26]2[C:15](=[O:17])[CH2:14][C:9]2[NH:10][C:11](=[O:13])[CH:12]=[C:7]([N:1]3[CH2:2][CH2:3][O:4][CH2:5][CH2:6]3)[N:8]=2)=[CH:22][CH:21]=1 |f:0.1,3.4|. Procedure details: The product is prepared according to the procedure described in example 5, but using 200 mg of sodium [4-(morpholin-4-yl)-6-oxo-1,6-dihydropyrimidin-2-yl]acetate prepared in stage 2 of example 1, 210 mg of 6-fluoro-2,3-dihydro-1H-indole, and 194 mg of N-[3-(dimethylamino)propyl]-N′-ethylcarbodiimide hydrochloride in a mixture of 0.12 ml of pyridine and 3 ml of N, N-dimethylformamide. 184 mg of 2-[2-(6-fluoro-2,3-dihydro-1H-indol-1-yl)-2-oxoethyl]-6-(morpholin-4-yl)pyrimidin-4(3H)-one are obtaine...